This data is from the Open Reaction Database (ORD), a public repository of structured organic reaction records. The task is: describe an organic reaction: reactants, conditions, products, and yield The reactants are O=S1(=O)CCC(Oc2ccccc2Br)CC1, C1CNCCN1. Yields the product O=S1(=O)CCC(Oc2ccccc2N2CCNCC2)CC1. As a reaction SMILES: [Br:1][c:2]1[c:3]([O:4][CH:5]2[CH2:6][CH2:7][S:8](=[O:11])(=[O:12])[CH2:9][CH2:10]2)[cH:13][cH:14][cH:15][cH:16]1.[CH2:17]1[CH2:18][NH:19][CH2:20][CH2:21][NH:22]1>>[c:2]1([N:19]2[CH2:18][CH2:17][NH:22][CH2:21][CH2:20]2)[c:3]([O:4][CH:5]2[CH2:6][CH2:7][S:8](=[O:11])(=[O:12])[CH2:9][CH2:10]2)[cH:13][cH:14][cH:15][cH:16]1. The reactants are CO, O, O=C(O)c1cc2ccc(O)cc2[nH]1, O=S(=O)(O)O. The product is COC(=O)c1cc2ccc(O)cc2[nH]1. Reaction SMILES: [CH3:19][OH:20].[OH2:21].[OH:6][c:7]1[cH:8][cH:9][c:10]2[cH:11][c:12]([C:16](=[O:17])[OH:18])[nH:13][c:14]2[cH:15]1.[S:1](=[O:2])(=[O:3])([OH:4])[OH:5]>>[OH:6][c:7]1[cH:8][cH:9][c:10]2[cH:11][c:12]([C:16](=[O:17])[O:18][CH3:19])[nH:13][c:14]2[cH:15]1. Reactants: C(C)[C@@H]1C[C@]2(COC(CBr)=O)[C@@H](C1)[C@@H]1CCC3=CC(CC[C@@H]3[C@H]1CC2)=O (16β-ethyl-bromoacetoxy-4-estren-3-one), C(C(C)C)(=O)[O-].[K+] (potassium isobutyrate). The solvent is CC(=O)C (acetone), O (water). Yields the product C(C)[C@@H]1[C@@H]([C@]2(C)[C@@H](C1)[C@@H]1CCC3=CC(CC[C@@H]3[C@H]1CC2)=O)OC(COC(C(C)C)=O)=O (16β-Ethyl-17β-isobutyryloxyacetoxy-4-estren-3-one). Yield: 70.8%. As a reaction SMILES: [CH2:1]([C@H:3]1[CH2:13][C@H:12]2[C@H:14]3[C@H:23]([CH2:24][CH2:25][C@:5]2([CH2:6][O:7][C:8](=[O:11])[CH2:9]Br)[CH2:4]1)[C@@H:22]1[C:17](=[CH:18][C:19](=[O:26])[CH2:20][CH2:21]1)[CH2:16][CH2:15]3)[CH3:2].[C:27]([O-:32])(=[O:31])[CH:28]([CH3:30])[CH3:29].[K+]>CC(C)=O.O>[CH2:1]([C@H:3]1[CH2:13][C@H:12]2[C@H:14]3[C@H:23]([CH2:24][CH2:25][C@:5]2([CH3:4])[C@H:6]1[O:7][C:8](=[O:11])[CH2:9][O:32][C:27](=[O:31])[CH:28]([CH3:30])[CH3:29])[C@@H:22]1[C:17](=[CH:18][C:19](=[O:26])[CH2:20][CH2:21]1)[CH2:16][CH2:15]3)[CH3:2] |f:1.2|. Reported procedure: In a mixture of 50 ml of acetone and 10 ml of water are dissolved 1.5 g of 16β-ethyl-bromoacetoxy-4-estren-3-one and 0.8 g of potassium isobutyrate and the solution is refluxed for 6 hours. The acetone is distilled off under reduced pressure and the residue is extracted with 200 ml of ethyl acetate. The organic layer is separated, washed with water and saturated aqueous sodium chloride and dried over anhydrous magnesium sulfate. The solvent is then distilled off under reduced pressure and the re... Reactants: COc1ccc(-c2ccc(CO)cc2)cc1, C1CCOC1. Product: COc1ccc(-c2ccc(C=O)cc2)cc1. Reaction SMILES: [CH3:1][O:2][c:3]1[cH:4][cH:5][c:6](-[c:9]2[cH:10][cH:11][c:12]([CH2:13][OH:14])[cH:15][cH:16]2)[cH:7][cH:8]1.[O:17]1[CH2:18][CH2:19][CH2:20][CH2:21]1>>[CH3:1][O:2][c:3]1[cH:4][cH:5][c:6](-[c:9]2[cH:10][cH:11][c:12]([CH:13]=[O:14])[cH:15][cH:16]2)[cH:7][cH:8]1.